Dataset: the Open Reaction Database (ORD), a public repository of structured organic reaction records. Task: describe an organic reaction: reactants, conditions, products, and yield Solvent: O1CCCC1 (tetrahydrofuran), CCCCCC (hexane), O1CCCC1 (tetrahydrofuran), CN(P(N(C)C)(N(C)C)=O)C (Hexamethylphosphoric triamide). RXN SMILES: C([Li])CCC.C(NC(C)C)(C)C.[F:13][CH2:14][C:15]([O:17][CH2:18][CH3:19])=[O:16].[CH3:20][O:21][C:22]1[CH:27]=[C:26]([O:28][CH3:29])[N:25]=[C:24](S(C)(=O)=O)[N:23]=1>CCCCCC.O1CCCC1.CN(C)P(=O)(N(C)C)N(C)C>[F:13][CH:14]([C:24]1[N:25]=[C:26]([O:28][CH3:29])[CH:27]=[C:22]([O:21][CH3:20])[N:23]=1)[C:15]([O:17][CH2:18][CH3:19])=[O:16]. Conditions: time 30 minute. Yield: 10.0%. The product is FC(C(=O)OCC)C1=NC(=CC(=N1)OC)OC (Ethyl 2-fluoro-2-(4,6-dimethoxypyrimidin-2-yl)acetate). Procedure details: Butyllithium (21ml of a 1.6M solution in hexane) was added to di-isopropylamine (4.94ml) in dry tetrahydrofuran (100ml) under nitrogen at a temperature of -78° C., and the mixture was stirred for 30 minutes. A solution of ethyl fluoroacetate (2.51g) in dry tetrahydrofuran (20ml) was then added at a temperature of -60° C., and the mixture was stirred for 1 hour. Hexamethylphosphoric triamide (5.12ml) was added, and the mixture was stirred for a further 10 minutes. Then 4,6-dimethoxy-2methylsulfon... The reactants are FCC(=O)OCC (ethyl fluoroacetate), C(CCC)[Li] (Butyllithium), solution, C(C)(C)NC(C)C (di-isopropylamine), COC1=NC(=NC(=C1)OC)S(=O)(=O)C (4,6-dimethoxy-2methylsulfonylpyrimidine). Starting materials: C1(=CC=CC=C1)P(C1=CC=CC=C1)C1=CC=CC=C1 (triphenylphosphine), COC(=O)OC1=CC=C(C(=O)O)C=C1 (4-Methoxycarbonyloxybenzoic Acid), C[C@@H](CCCCCC)O ((S)-(+)-octan-2-ol), N(=NC(=O)OCC)C(=O)OCC (diethyl azodicarboxylate). Solvent: C1CCOC1 (THF), C1CCOC1 (THF). Product: COC(=O)OC1=CC=C(C(=O)O[C@@H](CCCCCC)C)C=C1 ((R)-(−)-1-Methyheptyl 4-Methoxycarbonyloxybenzoate). As a reaction SMILES: [CH3:1][O:2][C:3]([O:5][C:6]1[CH:14]=[CH:13][C:9]([C:10]([OH:12])=[O:11])=[CH:8][CH:7]=1)=[O:4].[CH3:15][C@H:16](O)[CH2:17][CH2:18][CH2:19][CH2:20][CH2:21][CH3:22].N(C(OCC)=O)=NC(OCC)=O.C1(P(C2C=CC=CC=2)C2C=CC=CC=2)C=CC=CC=1>C1COCC1>[CH3:1][O:2][C:3]([O:5][C:6]1[CH:14]=[CH:13][C:9]([C:10]([O:12][C@H:16]([CH3:15])[CH2:17][CH2:18][CH2:19][CH2:20][CH2:21][CH3:22])=[O:11])=[CH:8][CH:7]=1)=[O:4]. Reported procedure: Compound 2 (15.0 g, 77 mmol), (S)-(+)-octan-2-ol (10.0 g, 77 mmol) and diethyl azodicarboxylate (3.4 g, 77 mmol) were dissolved in THF (250 ml) and triphenylphosphine (22.3 g, 85 mmol) in THF (50 ml) was added dropwise with stirring. The reaction mixture was left stirring under nitrogen until no further reaction was visible by TLC. The solvent was then removed in vacuo and the resulting slurry was purified by column chromatography [petroleum ether (bp 40-60° C.): dichloromethane (12:1)] on silic... The reactants are F[B-](F)(F)F, F[B-](F)(F)F, COC(=O)c1ccc(Br)c(N)n1, CC#N, F[N+]12CC[N+](CCl)(CC1)CC2. Yields the product COC(=O)c1nc(N)c(Br)cc1F. Reaction SMILES: [B-:13]([F:14])([F:15])([F:16])[F:17].[B-:18]([F:19])([F:20])([F:21])[F:22].[CH3:1][O:2][C:3](=[O:4])[c:5]1[n:6][c:7]([NH2:12])[c:8]([Br:11])[cH:9][cH:10]1.[CH3:34][C:35]#[N:36].[Cl:23][CH2:24][N+:25]12[CH2:26][CH2:27][N+:28]([F:29])([CH2:30][CH2:31]1)[CH2:32][CH2:33]2>>[CH3:1][O:2][C:3](=[O:4])[c:5]1[n:6][c:7]([NH2:12])[c:8]([Br:11])[cH:9][c:10]1[F:14]. Reactants: OCC12CC1CN(Cc1ccccc1)C2c1ccccc1, CC(C)=O. The product is O=C(O)C12CC1CN(Cc1ccccc1)C2c1ccccc1. As a reaction SMILES: [CH2:1]([c:2]1[cH:3][cH:4][cH:5][cH:6][cH:7]1)[N:8]1[CH:9]([c:16]2[cH:17][cH:18][cH:19][cH:20][cH:21]2)[C:10]2([CH2:14][OH:15])[CH2:11][CH:12]2[CH2:13]1.[CH3:22][C:23]([CH3:24])=[O:25]>>[CH2:1]([c:2]1[cH:3][cH:4][cH:5][cH:6][cH:7]1)[N:8]1[CH:9]([c:16]2[cH:17][cH:18][cH:19][cH:20][cH:21]2)[C:10]2([C:14](=[O:15])[OH:25])[CH2:11][CH:12]2[CH2:13]1. Reported procedure: A mixture of 3-(3-{4-[(6-bromohexyl)oxy]but-1-ynyl}phenyl)imidazolidine-2,4-dione and 3-(3-{4-[(6-iodohexyl)oxy]but-1-ynyl}phenyl)imidazolidine-2,4-dione (760 mg, 22:3), (1R)-2-amino-1-(2,2-dimethyl-4H-1,3-benzodioxin-6-yl)ethanol (800 mg) in DMF (5 ml) was stirred at 20° C. for 22 h. The solvent was removed under reduced pressure and the residue was diluted with EtOAc and washed with water, brine and dried (MgSO4). The solution was concentrated and purified by chromatography on Biotage (40 g) e... Run at temperature 20 celsius, time 22 hour. The solvent is CN(C)C=O (DMF). Reaction SMILES: BrCCCCCCOCCC#CC1C=C([N:19]2C(=O)CNC2=O)C=CC=1.I[CH2:27][CH2:28][CH2:29][CH2:30][CH2:31][CH2:32][O:33][CH2:34][CH2:35][C:36]#[C:37][C:38]1[CH:39]=[C:40]([N:44]2[C:48](=[O:49])[CH2:47][NH:46][C:45]2=[O:50])[CH:41]=[CH:42][CH:43]=1.[NH2:51][CH2:52][C@@H:53]([C:55]1[CH:66]=[CH:65][C:58]2[O:59][C:60]([CH3:64])([CH3:63])[O:61][CH2:62][C:57]=2[CH:56]=1)[OH:54]>CN(C=O)C>[NH3:19].[CH3:63][C:60]1([CH3:64])[O:59][C:58]2[CH:65]=[CH:66][C:55]([C@@H:53]([OH:54])[CH2:52][NH:51][CH2:27][CH2:28][CH2:29][CH2:30][CH2:31][CH2:32][O:33][CH2:34][CH2:35][C:36]#[C:37][C:38]3[CH:39]=[C:40]([N:44]4[C:48](=[O:49])[CH2:47][NH:46][C:45]4=[O:50])[CH:41]=[CH:42][CH:43]=3)=[CH:56][C:57]=2[CH2:62][O:61]1. Yields the product N (ammonia), CC1(OCC2=C(O1)C=CC(=C2)[C@H](CNCCCCCCOCCC#CC=2C=C(C=CC2)N2C(NCC2=O)=O)O)C (3-(3-{4-[(6-{[(2R)-2-(2,2-Dimethyl-4H-1,3-benzodioxin-6-yl)-2-hydroxyethyl]amino}hexyl)oxy]but-1-ynyl}phenyl)imidazolidine-2,4-dione). Starting materials: BrCCCCCCOCCC#CC=1C=C(C=CC1)N1C(NCC1=O)=O (3-(3-{4-[(6-bromohexyl)oxy]but-1-ynyl}phenyl)imidazolidine-2,4-dione), ICCCCCCOCCC#CC=1C=C(C=CC1)N1C(NCC1=O)=O (3-(3-{4-[(6-iodohexyl)oxy]but-1-ynyl}phenyl)imidazolidine-2,4-dione), NC[C@H](O)C1=CC2=C(OC(OC2)(C)C)C=C1 ((1R)-2-amino-1-(2,2-dimethyl-4H-1,3-benzodioxin-6-yl)ethanol). The reactants are CO, [H][H], CC(Cc1ccnc(NC(=O)OC(C)(C)C)c1)Oc1ccc([N+](=O)[O-])c2ccccc12. Product: CC(Cc1ccnc(NC(=O)OC(C)(C)C)c1)Oc1ccc(N)c2ccccc12. Reaction SMILES: [CH3:34][OH:35].[H:32][H:33].[N+:1]([O-:2])(=[O:3])[c:4]1[cH:5][cH:6][c:7]([O:14][CH:15]([CH2:16][c:17]2[cH:18][c:19]([NH:23][C:24]([O:25][C:26]([CH3:27])([CH3:28])[CH3:29])=[O:30])[n:20][cH:21][cH:22]2)[CH3:31])[c:8]2[cH:9][cH:10][cH:11][cH:12][c:13]12>>[NH2:1][c:4]1[cH:5][cH:6][c:7]([O:14][CH:15]([CH2:16][c:17]2[cH:18][c:19]([NH:23][C:24]([O:25][C:26]([CH3:27])([CH3:28])[CH3:29])=[O:30])[n:20][cH:21][cH:22]2)[CH3:31])[c:8]2[cH:9][cH:10][cH:11][cH:12][c:13]12.